From a dataset of the Open Reaction Database (ORD), a public repository of structured organic reaction records. describe an organic reaction: reactants, conditions, products, and yield Starting materials: C(C)OC1=C(C=C2C(=C(C(=NC2=C1)C1=CC(=CC=C1)C(F)(F)F)C)C(=O)OC)S(=O)(=O)C(C)C (methyl 7-(ethyloxy)-3-methyl-6-[(1-methylethyl)sulfonyl]-2-[3-(trifluoromethyl)phenyl]-4-quinolinecarboxylate), BrN1C(CCC1=O)=O (N-bromosuccinimide), C(C1=CC=CC=C1)(=O)OOC(C1=CC=CC=C1)=O (benzoyl peroxide). Solvent: C(Cl)(Cl)(Cl)Cl (carbon tetrachloride). Conditions: temperature 100 celsius. Yields the product BrCC=1C(=NC2=CC(=C(C=C2C1C(=O)OC)S(=O)(=O)C(C)C)OCC)C1=CC(=CC=C1)C(F)(F)F (methyl 3-(bromomethyl)-7-(ethyloxy)-6-[(1-methylethyl)sulfonyl]-2-[3-(trifluoromethyl)phenyl]-4-quinolinecarboxylate). As a reaction SMILES: [CH2:1]([O:3][C:4]1[CH:13]=[C:12]2[C:7]([C:8]([C:25]([O:27][CH3:28])=[O:26])=[C:9]([CH3:24])[C:10]([C:14]3[CH:19]=[CH:18][CH:17]=[C:16]([C:20]([F:23])([F:22])[F:21])[CH:15]=3)=[N:11]2)=[CH:6][C:5]=1[S:29]([CH:32]([CH3:34])[CH3:33])(=[O:31])=[O:30])[CH3:2].[Br:35]N1C(=O)CCC1=O.C(OOC(=O)C1C=CC=CC=1)(=O)C1C=CC=CC=1>C(Cl)(Cl)(Cl)Cl>[Br:35][CH2:24][C:9]1[C:10]([C:14]2[CH:19]=[CH:18][CH:17]=[C:16]([C:20]([F:23])([F:21])[F:22])[CH:15]=2)=[N:11][C:12]2[C:7]([C:8]=1[C:25]([O:27][CH3:28])=[O:26])=[CH:6][C:5]([S:29]([CH:32]([CH3:33])[CH3:34])(=[O:31])=[O:30])=[C:4]([O:3][CH2:1][CH3:2])[CH:13]=2. Procedure details: A suspension of methyl 7-(ethyloxy)-3-methyl-6-[(1-methylethyl)sulfonyl]-2-[3-(trifluoromethyl)phenyl]-4-quinolinecarboxylate (9.5 g, 19.17 mmol), N-bromosuccinimide (4.09 g, 23.01 mmol), and benzoyl peroxide (0.464 g, 1.917 mmol) in carbon tetrachloride (100 mL) was heated to reflux (100° C.) overnight. The reaction mixture was concentrated in vacuo to give methyl 3-(bromomethyl)-7-(ethyloxy)-6-[(1-methylethyl)sulfonyl]-2-[3-(trifluoromethyl)phenyl]-4-quinolinecarboxylate. This material was use... The reactants are CN1CCN(CC1)C1=C(C=O)C=CC=C1 (2-(4-methylpiperazin-1-yl)benzaldehyde), Cl.CNC (dimethylamine hydrochoride), [F-].[K+] (potassium fluoride), [N+](=O)([O-])C (nitromethane). Run in C1(=CC=CC=C1)C (toluene). Conditions: time 2 hour. Yields the product CN1CCN(CC1)C1=C(C=CC=C1)C=C[N+](=O)[O-] (1-methyl-4-[2-(2-nitrovinyl)-phenyl]-piperazine). RXN SMILES: [CH3:1][N:2]1[CH2:7][CH2:6][N:5]([C:8]2[CH:15]=[CH:14][CH:13]=[CH:12][C:9]=2[CH:10]=O)[CH2:4][CH2:3]1.Cl.CNC.[F-].[K+].[N+:22]([CH3:25])([O-:24])=[O:23]>C1(C)C=CC=CC=1>[CH3:1][N:2]1[CH2:7][CH2:6][N:5]([C:8]2[CH:15]=[CH:14][CH:13]=[CH:12][C:9]=2[CH:10]=[CH:25][N+:22]([O-:24])=[O:23])[CH2:4][CH2:3]1 |f:1.2,3.4|. Procedure: A mixture of 2-(4-methylpiperazin-1-yl)benzaldehyde (5 grams, 24.5 mmol, prepared according to the method of D. Reinhoudt et al., Synthesis, 1987, 641), dimethylamine hydrochoride (4 grams, 49 mmol), potassium fluoride (0.213 grams, 3.7 mmol) and nitromethane (100 mL) in anhydrous toluene (100 mL) was refluxed under nitrogen using a Dean Stark trap to collect the azeotroped water. After 2 hour the reaction was determined to be completed by thin layer chromatography using triethylamine: methanol:... The reactants are CS(=O)(=O)c1ccc2ccn(O)c2c1, CCOCC, CCOP(OCC)OCC. The product is CS(=O)(=O)c1ccc2cc[nH]c2c1. Reaction SMILES: [CH3:1][S:2](=[O:3])(=[O:4])[c:5]1[cH:6][cH:7][c:8]2[cH:9][cH:10][n:11]([OH:14])[c:12]2[cH:13]1.[CH3:25][CH2:26][O:27][CH2:28][CH3:29].[P:15]([O:16][CH2:17][CH3:18])([O:19][CH2:20][CH3:21])[O:22][CH2:23][CH3:24]>>[CH3:1][S:2](=[O:3])(=[O:4])[c:5]1[cH:6][cH:7][c:8]2[cH:9][cH:10][nH:11][c:12]2[cH:13]1. Reactants: C(C)(C)(C)OC(=O)N[C@H]1COC2=C(N(C1=O)CC(=O)OCC1=CC=CC=C1)C=CC=C2 (benzyl 3(S)-tert-butoxycarbonylamino-4-oxo-2,3,4,5-tetrahydro-1,5-benzoxazepine-5-acetate), C(C)(=O)OCC.Cl (hydrogen chloride-ethyl acetate). Conditions: time 3 hour. Product: Cl.N[C@H]1COC2=C(N(C1=O)CC(=O)OCC1=CC=CC=C1)C=CC=C2 (benzyl 3(S)-amino-4-oxo-2,3,4,5-tetrahydro-1,5-benzoxazepine-5-acetate hydrochloride). RXN SMILES: C(OC([NH:8][C@@H:9]1[C:15](=[O:16])[N:14]([CH2:17][C:18]([O:20][CH2:21][C:22]2[CH:27]=[CH:26][CH:25]=[CH:24][CH:23]=2)=[O:19])[C:13]2[CH:28]=[CH:29][CH:30]=[CH:31][C:12]=2[O:11][CH2:10]1)=O)(C)(C)C.C(OCC)(=O)C.[ClH:38]>>[ClH:38].[NH2:8][C@@H:9]1[C:15](=[O:16])[N:14]([CH2:17][C:18]([O:20][CH2:21][C:22]2[CH:23]=[CH:24][CH:25]=[CH:26][CH:27]=2)=[O:19])[C:13]2[CH:28]=[CH:29][CH:30]=[CH:31][C:12]=2[O:11][CH2:10]1 |f:1.2,3.4|. Reported procedure: To 7.6 g of benzyl 3(S)-tert-butoxycarbonylamino-4-oxo-2,3,4,5-tetrahydro-1,5-benzoxazepine-5-acetate is added 30 ml of hydrogen chloride-ethyl acetate solution (5N) and the mixture stands for 3 hours at room temperature. The mixture is concentrated under reduced pressure and the resulting residue is crystallized from a mixture of ethyl acetate and ether to give 6.2 g of benzyl 3(S)-amino-4-oxo-2,3,4,5-tetrahydro-1,5-benzoxazepine-5-acetate hydrochloride as a colorless crystalline powder, meltin... Starting materials: Cc1cc2nc(N)cc(-c3ccccc3)n2n1, COC(=O)CC(C)(C)c1ccc(C(=O)Cl)cc1, ClCCl, [Na+], O=C([O-])O, c1ccncc1. The product is COC(=O)CC(C)(C)c1ccc(C(=O)Nc2cc(-c3ccccc3)n3nc(C)cc3n2)cc1. RXN SMILES: [CH3:1][c:2]1[n:3][n:4]2[c:5]([n:6][c:7]([NH2:16])[cH:8][c:9]2-[c:10]2[cH:11][cH:12][cH:13][cH:14][cH:15]2)[cH:17]1.[Cl:18][C:19](=[O:20])[c:21]1[cH:22][cH:23][c:24]([C:27]([CH2:28][C:29](=[O:30])[O:31][CH3:32])([CH3:33])[CH3:34])[cH:25][cH:26]1.[Cl:46][CH2:47][Cl:48].[Na+:39].[O-:35][C:36]([OH:37])=[O:38].[cH:40]1[cH:41][cH:42][n:43][cH:44][cH:45]1>>[CH3:1][c:2]1[n:3][n:4]2[c:5]([n:6][c:7]([NH:16][C:19](=[O:20])[c:21]3[cH:22][cH:23][c:24]([C:27]([CH2:28][C:29](=[O:30])[O:31][CH3:32])([CH3:33])[CH3:34])[cH:25][cH:26]3)[cH:8][c:9]2-[c:10]2[cH:11][cH:12][cH:13][cH:14][cH:15]2)[cH:17]1. Starting materials: ClC=1C(=CNC1)C1=C(C(=CC=C1)Cl)Cl (4-chloro-3-(2,3-dichlorophenyl)pyrol), C(C)(=O)N1C=NC=C1 (N-acetylimidazole). Conditions: time 1 hour. Product: C(C)(=O)N1C=C(C(=C1)Cl)C1=C(C(=CC=C1)Cl)Cl (1-acetyl-4-chloro-3-(2,3-dichlorophenyl)pyrol). The yield is 57.0%. Reaction SMILES: [Cl:1][C:2]1[C:3]([C:7]2[CH:12]=[CH:11][CH:10]=[C:9]([Cl:13])[C:8]=2[Cl:14])=[CH:4][NH:5][CH:6]=1.[C:15](N1C=CN=C1)(=[O:17])[CH3:16]>>[C:15]([N:5]1[CH:6]=[C:2]([Cl:1])[C:3]([C:7]2[CH:12]=[CH:11][CH:10]=[C:9]([Cl:13])[C:8]=2[Cl:14])=[CH:4]1)(=[O:17])[CH3:16]. Procedure: The mixture of 0.3 g of 4-chloro-3-(2,3-dichlorophenyl)pyrol and 0.6 g of N-acetylimidazole was fused for one hour at 140° C. in a stream of argon. The resulting reaction mixture was purified by thin-layer chromatography to obtain 0.2 g of the desired product (colorless or slightly colored crystal, m.p. 97° C.). Starting materials: CN1CCC2(CC1)CN(Cc1cc3nc(Cl)nc(N4CCOCC4)c3s1)C2, FC1CNCCC1N1CCC1. The product is FC1CN(Cc2cc3nc(Cl)nc(N4CCOCC4)c3s2)CCC1N1CCC1. As a reaction SMILES: [Cl:1][c:2]1[n:3][c:4]([N:22]2[CH2:23][CH2:24][O:25][CH2:26][CH2:27]2)[c:5]2[c:6]([n:7]1)[cH:8][c:9]([CH2:11][N:12]1[CH2:13][C:14]3([CH2:15][CH2:16][N:17]([CH3:18])[CH2:19][CH2:20]3)[CH2:21]1)[s:10]2.[N:28]1([CH:32]2[CH:33]([F:38])[CH2:34][NH:35][CH2:36][CH2:37]2)[CH2:29][CH2:30][CH2:31]1>>[Cl:1][c:2]1[n:3][c:4]([N:22]2[CH2:23][CH2:24][O:25][CH2:26][CH2:27]2)[c:5]2[c:6]([n:7]1)[cH:8][c:9]([CH2:11][N:35]1[CH2:34][CH:33]([F:38])[CH:32]([N:28]3[CH2:29][CH2:30][CH2:31]3)[CH2:37][CH2:36]1)[s:10]2. Starting materials: N(N)C=1SC2=C(N1)C=CC=C2 (2-Hydrazinobenzothiazole), [OH-].[K+] (potassium hydroxide), C(=S)=S (carbon disulfide). The solvent is C(C)O (ethanol). Product: N=1N=C(N2C1SC1=C2C=CC=C1)S (s-Triazolo(3,4-b)benzothiazole-3-thiol). RXN SMILES: [NH:1]([C:3]1[S:4][C:5]2[CH:11]=[CH:10][CH:9]=[CH:8][C:6]=2[N:7]=1)[NH2:2].[OH-].[K+].[C:14](=S)=[S:15]>C(O)C>[N:1]1[N:2]=[C:14]([SH:15])[N:7]2[C:6]3[CH:8]=[CH:9][CH:10]=[CH:11][C:5]=3[S:4][C:3]=12 |f:1.2|. Procedure: 2-Hydrazinobenzothiazole (300 grams), potassium hydroxide (100 grams), and 225 milliliters of carbon disulfide were refluxed for 60 hours in 5500 milliliters of ethanol. A light yellow solid began precipitating out shortly after the beginning of reflux. The solid was collected by filtration and dissolved in water to which 1500 milliliters of 0.5N hydrochloric acid were added. The mixture thickened; the desired s-triazolo(3,4-b)benzothiazole-3-thiol product was collected by filtration, m.p., 242°... Starting materials: CC1=CC(=NO1)C(=O)OCC (ethyl 5-methylisoxazole-3-carboxylate), O.NN (hydrazine hydrate). Run at temperature 0 celsius, time 1 hour. Procedure: To a solution of ethyl 5-methylisoxazole-3-carboxylate (3.0 g, 19 mmol) in methanol (30 ml) at 0° C. under nitrogen was added hydrazine hydrate (3.04 g, 95 mmol) over 0.3 h. The reaction was stirred at 0° C. for 0.25 h and at RT for 1 h. The white precipitate was filtered off and washed with methanol to give the title-compound (0.78 g, 29%) as a white solid, 1H NMR (250 MHz, CDCl3) δ 2.41 (3H, d, J=0.8 Hz, CH3), 4.07 (2H, br s, NH2), 6.44 (1H, q, J=0.8 Hz, Ar—H), 7.99 (1H, br s, N—H); MS (ES+) m... Product: CC1=CC(=NO1)C(=O)NN (5-Methylisoxazole-3-carboxylic Acid Hydrazide). RXN SMILES: [CH3:1][C:2]1[O:6][N:5]=[C:4]([C:7]([O:9]CC)=O)[CH:3]=1.O.[NH2:13][NH2:14]>CO>[CH3:1][C:2]1[O:6][N:5]=[C:4]([C:7]([NH:13][NH2:14])=[O:9])[CH:3]=1 |f:1.2|. Yield: 29.1%. Run in CO (methanol).